The task is: describe an organic reaction: reactants, conditions, products, and yield. This data is from the Open Reaction Database (ORD), a public repository of structured organic reaction records. Run in C(C)O (ethanol). Reaction conditions: temperature 90 celsius, time 4 hour. Yield: 84.8%. Product: C1=C(N=C2N1C1=CC=CC=C1N=C2)C=NO (imidazo-[1,2-a]-quinoxaline-2-carboxaldehyde oxime). Starting materials: Cl.NO (hydroxylamine hydrochloride), C(C)(=O)[O-].[Na+] (sodium acetate), O (water), C1=C(N=C2N1C1=CC=CC=C1N=C2)C=O (imidazo-[1,2-a]-quinoxaline-2-carboxaldehyde). Procedure: A solution of 1.4 g of hydroxylamine hydrochloride, 1.9 g of sodium acetate and 5 ml of water was added to a suspension of 3.10 g of imidazo-[1,2-a]-quinoxaline-2-carboxaldehyde in 30 ml of ethanol and the mixture was stirred at 90° C. for 4 hours and was evaporated to dryness. The white crystalline residue was triturated with water and was filtered. The product was dried in vacuo over phosphorus pentoxide to obtain 2.83 g of imidazo-[1,2-a]-quinoxaline-2-carboxaldehyde oxime melting at 243°-245... Reaction SMILES: Cl.[NH2:2][OH:3].C([O-])(=O)C.[Na+].O.[CH:10]1[N:14]2[C:15]3[C:20]([N:21]=[CH:22][C:13]2=[N:12][C:11]=1[CH:23]=O)=[CH:19][CH:18]=[CH:17][CH:16]=3>C(O)C>[CH:10]1[N:14]2[C:15]3[C:20]([N:21]=[CH:22][C:13]2=[N:12][C:11]=1[CH:23]=[N:2][OH:3])=[CH:19][CH:18]=[CH:17][CH:16]=3 |f:0.1,2.3|. The reactants are Fc1ccc2c(-c3ccc(OCCBr)cc3)noc2c1, O=C([O-])[O-], CC#N, ClC(Cl)Cl, Cl, Fc1ccc(C2CCNCC2)cc1, [I-], [K+], [K+], [K+], O. Yields the product Cl, Fc1ccc(C2CCN(CCOc3ccc(-c4noc5cc(F)ccc45)cc3)CC2)cc1. Reaction SMILES: [Br:14][CH2:15][CH2:16][O:17][c:18]1[cH:19][cH:20][c:21](-[c:24]2[n:25][o:26][c:27]3[c:28]2[cH:29][cH:30][c:31]([F:33])[cH:32]3)[cH:22][cH:23]1.[C:34](=[O:35])([O-:36])[O-:37].[CH3:48][C:49]#[N:50].[CH:44]([Cl:45])([Cl:46])[Cl:47].[ClH:42].[F:1][c:2]1[cH:3][cH:4][c:5]([CH:8]2[CH2:9][CH2:10][NH:11][CH2:12][CH2:13]2)[cH:6][cH:7]1.[I-:41].[K+:38].[K+:39].[K+:40].[OH2:43]>>[ClH:42].[F:1][c:2]1[cH:3][cH:4][c:5]([CH:8]2[CH2:9][CH2:10][N:11]([CH2:15][CH2:16][O:17][c:18]3[cH:19][cH:20][c:21](-[c:24]4[n:25][o:26][c:27]5[c:28]4[cH:29][cH:30][c:31]([F:33])[cH:32]5)[cH:22][cH:23]3)[CH2:12][CH2:13]2)[cH:6][cH:7]1.